Dataset: the Open Reaction Database (ORD), a public repository of structured organic reaction records. Task: describe an organic reaction: reactants, conditions, products, and yield The reactants are CCOC(=O)CCBr, CC(C)=O, CC(=O)Nc1cc(-c2c(-c3ccc(F)cc3)[nH]c(=S)n2C)ccn1, [K+], [K+], O=C([O-])[O-]. The product is CCOC(=O)CCSc1nc(-c2ccc(F)cc2)c(-c2ccnc(NC(C)=O)c2)n1C. Reaction SMILES: [Br:31][CH2:32][CH2:33][C:34](=[O:35])[O:36][CH2:37][CH3:38].[CH3:39][C:40](=[O:41])[CH3:42].[F:7][c:8]1[cH:9][cH:10][c:11](-[c:14]2[c:15](-[c:21]3[cH:22][c:23]([NH:27][C:28]([CH3:29])=[O:30])[n:24][cH:25][cH:26]3)[n:16]([CH3:20])[c:17](=[S:19])[nH:18]2)[cH:12][cH:13]1.[K+:1].[K+:2].[O-:3][C:4]([O-:5])=[O:6]>>[F:7][c:8]1[cH:9][cH:10][c:11](-[c:14]2[c:15](-[c:21]3[cH:22][c:23]([NH:27][C:28]([CH3:29])=[O:30])[n:24][cH:25][cH:26]3)[n:16]([CH3:20])[c:17]([S:19][CH2:32][CH2:33][C:34](=[O:35])[O:36][CH2:37][CH3:38])[n:18]2)[cH:12][cH:13]1. Starting materials: CCN(C(C)C)C(C)C, N#Cc1ccc(Cl)nc1, CC(C)CN(CC(O)C(Cc1ccc(OCCCN)cc1)NC(=O)OC1COC2OCCC12)S(=O)(=O)c1ccc2c(c1)OCO2, CN(C)C=O. Product: CC(C)CN(CC(O)C(Cc1ccc(OCCCNc2ccc(C#N)cn2)cc1)NC(=O)OC1COC2OCCC12)S(=O)(=O)c1ccc2c(c1)OCO2. Reaction SMILES: [CH:55]([N:56]([CH2:57][CH3:58])[CH:59]([CH3:60])[CH3:61])([CH3:62])[CH3:63].[Cl:46][c:47]1[n:48][cH:49][c:50]([C:53]#[N:54])[cH:51][cH:52]1.[NH2:1][CH2:2][CH2:3][CH2:4][O:5][c:6]1[cH:7][cH:8][c:9]([CH2:10][CH:11]([CH:12]([CH2:13][N:14]([CH2:15][CH:16]([CH3:17])[CH3:18])[S:19](=[O:20])(=[O:21])[c:22]2[cH:23][c:24]3[c:25]([cH:29][cH:30]2)[O:26][CH2:27][O:28]3)[OH:31])[NH:32][C:33]([O:34][CH:35]2[CH2:36][O:37][CH:38]3[O:39][CH2:40][CH2:41][CH:42]23)=[O:43])[cH:44][cH:45]1.[O:64]=[CH:65][N:66]([CH3:67])[CH3:68]>>[NH:1]([CH2:2][CH2:3][CH2:4][O:5][c:6]1[cH:7][cH:8][c:9]([CH2:10][CH:11]([CH:12]([CH2:13][N:14]([CH2:15][CH:16]([CH3:17])[CH3:18])[S:19](=[O:20])(=[O:21])[c:22]2[cH:23][c:24]3[c:25]([cH:29][cH:30]2)[O:26][CH2:27][O:28]3)[OH:31])[NH:32][C:33]([O:34][CH:35]2[CH2:36][O:37][CH:38]3[O:39][CH2:40][CH2:41][CH:42]23)=[O:43])[cH:44][cH:45]1)[c:47]1[n:48][cH:49][c:50]([C:53]#[N:54])[cH:51][cH:52]1. Reactants: ClC1=CC=C(C=C1)CC#CCO (4-(4-chlorophenyl)but-2-yn-1-ol), [H][H] (hydrogen). The reagents and catalysts are [Pd].CC(=O)[O-].CC(=O)[O-].[Pb+2] (Lindlar's catalyst). The solvent is CC(=O)C (acetone). Yields the product ClC1=CC=C(C=C1)C\C=C/CO ((Z)-4-(4-Chlorophenyl)but-2-en-1-ol). Reaction SMILES: [Cl:1][C:2]1[CH:7]=[CH:6][C:5]([CH2:8][C:9]#[C:10][CH2:11][OH:12])=[CH:4][CH:3]=1.[H][H]>CC(C)=O.[Pd].CC([O-])=O.CC([O-])=O.[Pb+2]>[Cl:1][C:2]1[CH:3]=[CH:4][C:5]([CH2:8]/[CH:9]=[CH:10]\[CH2:11][OH:12])=[CH:6][CH:7]=1 |f:3.4.5.6|. Reported procedure: Dissolve 10 g (0.055 mole) of 4-(4-chlorophenyl)but-2-yn-1-ol in 100 ml of acetone. Add 0.6 g of Lindlar's catalyst. Stir the mixture under 1 atmosphere of hydrogen at room temperature. Follow the progress of the reaction by NMR. At the completion of the reaction, filter to remove the catalyst and evaporate to yield the title compound. Starting materials: FC1=CC(=C(C(=O)O)C=C1)COC1=CC=C(C=C1)F (4-fluoro-2-[(4-fluorophenyoxy)methyl]benzoic acid), S(=O)(Cl)Cl (thionyl chloride). Run in C1(=CC=CC=C1)C (toluene). Run at time 15 minute. Yields the product FC1=CC2=C(OCC3=C(C2=O)C=CC(=C3)F)C=C1 (2,8-difluoro-6,11-dihydrodibenz[b,e]oxepin-11-one). Isolated yield 65.1%. As a reaction SMILES: [F:1][C:2]1[CH:10]=[CH:9][C:5]([C:6]([OH:8])=O)=[C:4]([CH2:11][O:12][C:13]2[CH:18]=[CH:17][C:16]([F:19])=[CH:15][CH:14]=2)[CH:3]=1.S(Cl)(Cl)=O>C1(C)C=CC=CC=1>[F:19][C:16]1[CH:17]=[CH:18][C:13]2[O:12][CH2:11][C:4]3[CH:3]=[C:2]([F:1])[CH:10]=[CH:9][C:5]=3[C:6](=[O:8])[C:14]=2[CH:15]=1. Procedure details: To 15 g of 4-fluoro-2-[(4-fluorophenyoxy)methyl]benzoic acid is added 60 g of thionyl chloride and the mixture is refluxed with heating for 1 hour. After cooling the reaction mixture to room temperature, dry toluene is added and the solvent is distilled off under reduced pressure. The residue is added with dichloromethane and the mixture is cooled to 0° C. and added with 15 g of powdery anhydrous aluminum chloride, which is stirred for 15 minutes. The reaction mixture is added with ice-water and...